Dataset: the Open Reaction Database (ORD), a public repository of structured organic reaction records. Task: describe an organic reaction: reactants, conditions, products, and yield The reactants are C1(=CC=CC=C1)SC1C(C1C(=O)O)(C)C (3-phenylthio-2,2-dimethylcyclopropanecarboxylic acid), C(C1=CC=CC=C1)C1=C(NC=C1)CO (3-benzylpyrrolylmethyl alcohol). Product: C1(=CC=CC=C1)SC1C(C1C(=O)OCC=1NC=CC1CC1=CC=CC=C1)(C)C (3-benzylpyrrolylmethyl 3-phenylthio-2,2-dimethylcyclopropanecarboxylate). Reaction SMILES: [C:1]1([S:7][CH:8]2[CH:10]([C:11]([OH:13])=[O:12])[C:9]2([CH3:15])[CH3:14])[CH:6]=[CH:5][CH:4]=[CH:3][CH:2]=1.[CH2:16]([C:23]1[CH:27]=[CH:26][NH:25][C:24]=1[CH2:28]O)[C:17]1[CH:22]=[CH:21][CH:20]=[CH:19][CH:18]=1>>[C:1]1([S:7][CH:8]2[CH:10]([C:11]([O:13][CH2:28][C:24]3[NH:25][CH:26]=[CH:27][C:23]=3[CH2:16][C:17]3[CH:22]=[CH:21][CH:20]=[CH:19][CH:18]=3)=[O:12])[C:9]2([CH3:15])[CH3:14])[CH:2]=[CH:3][CH:4]=[CH:5][CH:6]=1. Reported procedure: Using the method of Example 1, 3-phenylthio-2,2-dimethylcyclopropanecarboxylic acid is reacted with 3-benzylpyrrolylmethyl alcohol to yield 3-benzylpyrrolylmethyl 3-phenylthio-2,2-dimethylcyclopropanecarboxylate. The reactants are CC1=C2C(C(NC2=C(C=C1)C)=O)=O (4,7-dimethyl-1H-indole-2,3-dione), FC1=CC=C(CC=2N(C(=NN2)N)N)C=C1 ((4-fluoro-benzyl)-[1,2,4]triazole-3,4-diamine). Run in O (water), C(CO)O (ethylene glycol). Conditions: temperature 125 celsius, time 18 hour. Yields the product FC1=CC=C(CC2=NN=C3N=C4NC5=C(C=CC(=C5C4=NN32)C)C)C=C1 (3-(4-Fluoro-benzyl)-5,8-dimethyl-9H-1,2,3a,4,9,10-hexaaza-cyclopenta[b]fluorene). RXN SMILES: [CH3:1][C:2]1[CH:10]=[CH:9][C:8]([CH3:11])=[C:7]2[C:3]=1[C:4](=O)[C:5](=O)[NH:6]2.[F:14][C:15]1[CH:28]=[CH:27][C:18]([CH2:19][C:20]2[N:21]([NH2:26])[C:22]([NH2:25])=[N:23][N:24]=2)=[CH:17][CH:16]=1>C(O)CO.O>[F:14][C:15]1[CH:28]=[CH:27][C:18]([CH2:19][C:20]2[N:21]3[C:22]([N:25]=[C:5]4[C:4](=[N:26]3)[C:3]3[C:7](=[C:8]([CH3:11])[CH:9]=[CH:10][C:2]=3[CH3:1])[NH:6]4)=[N:23][N:24]=2)=[CH:17][CH:16]=1. Reported procedure: According to the general cyclization procedure (for Example 27), 0.60 mmol of 4,7-dimethyl-1H-indole-2,3-dione (105 mg) and 0.70 mmol of (4-fluoro-benzyl)-[1,2,4]triazole-3,4-diamine (145 mg) in 2 mL of ethylene glycol was stirred at 125° C. overnight (18 hr). The mixture was cooled to room temperature, diluted with water (10 mL), stirred for 15 min. The precipitated product was collected by filtration, washed with MeOH+water 1:1. Dried on high vacuum. The crude product (187 mg) was suspended in... Starting materials: [Cl-], ClCCCl, ClC(Cl)(Cl)c1ccccc1, O. The product is O=C(Cl)c1ccccc1. RXN SMILES: [Cl-:11].[Cl:12][CH2:13][CH2:14][Cl:15].[Cl:1][C:2]([c:3]1[cH:4][cH:5][cH:6][cH:7][cH:8]1)([Cl:9])[Cl:10].[OH2:16]>>[Cl:1][C:2]([c:3]1[cH:4][cH:5][cH:6][cH:7][cH:8]1)=[O:16]. Starting materials: CCOC(=O)COc1cccc(COc2ccc(CCN(CC(O)c3cccc(Cl)c3)C(=O)OC(C)(C)C)cc2)c1, Cl, C1CCOC1, C1COCCO1. Yields the product CCOC(=O)COc1cccc(COc2ccc(CCNCC(O)c3cccc(Cl)c3)cc2)c1. As a reaction SMILES: [C:1]([O:2][C:3](=[O:4])[N:8]([CH2:9][CH2:10][c:11]1[cH:12][cH:13][c:14]([O:15][CH2:16][c:17]2[cH:18][c:19]([O:20][CH2:21][C:22](=[O:23])[O:24][CH2:25][CH3:26])[cH:27][cH:28][cH:29]2)[cH:30][cH:31]1)[CH2:32][CH:33]([OH:34])[c:35]1[cH:36][c:37]([Cl:41])[cH:38][cH:39][cH:40]1)([CH3:5])([CH3:6])[CH3:7].[ClH:42].[O:43]1[CH2:44][CH2:45][CH2:46][CH2:47]1.[O:48]1[CH2:49][CH2:50][O:51][CH2:52][CH2:53]1>>[NH:8]([CH2:9][CH2:10][c:11]1[cH:12][cH:13][c:14]([O:15][CH2:16][c:17]2[cH:18][c:19]([O:20][CH2:21][C:22](=[O:23])[O:24][CH2:25][CH3:26])[cH:27][cH:28][cH:29]2)[cH:30][cH:31]1)[CH2:32][CH:33]([OH:34])[c:35]1[cH:36][c:37]([Cl:41])[cH:38][cH:39][cH:40]1. The reactants are CC(C)(C)OC(=O)NCCS, O=C([O-])[O-], CCOC(C)=O, CCCCCC, [K+], [K+], CN(C)C=O, O=S(Cl)Cl, OCc1ncccc1SC(c1ccccc1)(c1ccccc1)c1ccccc1. Yields the product CC(C)(C)OC(=O)NCCSCc1ncccc1SC(c1ccccc1)(c1ccccc1)c1ccccc1. Reaction SMILES: [C:33](=[O:34])([O:35][C:36]([CH3:37])([CH3:38])[CH3:39])[NH:40][CH2:41][CH2:42][SH:43].[C:44](=[O:45])([O-:46])[O-:47].[C:61]([O:62][CH2:63][CH3:64])(=[O:65])[CH3:66].[CH3:55][CH2:56][CH2:57][CH2:58][CH2:59][CH3:60].[K+:48].[K+:49].[O:50]=[CH:51][N:52]([CH3:53])[CH3:54].[S:29]([Cl:30])([Cl:31])=[O:32].[c:1]1([C:7]([S:8][c:9]2[c:10]([CH2:15][OH:16])[n:11][cH:12][cH:13][cH:14]2)([c:17]2[cH:18][cH:19][cH:20][cH:21][cH:22]2)[c:23]2[cH:24][cH:25][cH:26][cH:27][cH:28]2)[cH:2][cH:3][cH:4][cH:5][cH:6]1>>[c:1]1([C:7]([S:8][c:9]2[c:10]([CH2:15][S:43][CH2:42][CH2:41][NH:40][C:33](=[O:34])[O:35][C:36]([CH3:37])([CH3:38])[CH3:39])[n:11][cH:12][cH:13][cH:14]2)([c:17]2[cH:18][cH:19][cH:20][cH:21][cH:22]2)[c:23]2[cH:24][cH:25][cH:26][cH:27][cH:28]2)[cH:2][cH:3][cH:4][cH:5][cH:6]1. Starting materials: C1(=CC=C(C=C1)S(=O)(=O)N(CCOCCOCCO)CCN(CCN(CCCCCCCCCN(CCN(CCN(CC)S(=O)(=O)C1=CC=C(C=C1)C)S(=O)(=O)C1=CC=C(C=C1)C)S(=O)(=O)C1=CC=C(C=C1)C)S(=O)(=O)C1=CC=C(C=C1)C)S(=O)(=O)C1=CC=C(C=C1)C)C (9,12,15,25,28,31-hexa(p-toluenesulfonyl)-9,12,15,25,28,31-hexaaza-3,6-dioxatritriacontanol), [Na+].[Na+].P([O-])([O-])(O)=O (phosphoric acid disodium salt), Cl (HCl). Run in CO.O1CCOCC1 (methanol dioxane). Yields the product C(COCCOCCNCCNCCNCCCCCCCCCNCCNCCNCC)O (9,12,15,25,28,31-hexaaza-3,6-dioxatritriacontanol). As a reaction SMILES: C1(C)C=CC(S([N:10]([CH2:20][CH2:21][N:22](S(C2C=CC(C)=CC=2)(=O)=O)[CH2:23][CH2:24][N:25](S(C2C=CC(C)=CC=2)(=O)=O)[CH2:26][CH2:27][CH2:28][CH2:29][CH2:30][CH2:31][CH2:32][CH2:33][CH2:34][N:35](S(C2C=CC(C)=CC=2)(=O)=O)[CH2:36][CH2:37][N:38](S(C2C=CC(C)=CC=2)(=O)=O)[CH2:39][CH2:40][N:41](S(C2C=CC(C)=CC=2)(=O)=O)[CH2:42][CH3:43])[CH2:11][CH2:12][O:13][CH2:14][CH2:15][O:16][CH2:17][CH2:18][OH:19])(=O)=O)=CC=1.[Na+].[Na+].P(=O)(O)([O-])[O-].Cl>CO.O1CCOCC1>[CH2:18]([OH:19])[CH2:17][O:16][CH2:15][CH2:14][O:13][CH2:12][CH2:11][NH:10][CH2:20][CH2:21][NH:22][CH2:23][CH2:24][NH:25][CH2:26][CH2:27][CH2:28][CH2:29][CH2:30][CH2:31][CH2:32][CH2:33][CH2:34][NH:35][CH2:36][CH2:37][NH:38][CH2:39][CH2:40][NH:41][CH2:42][CH3:43] |f:1.2.3,5.6|. Procedure details: A mixture of 9,12,15,25,28,31-hexa(p-toluenesulfonyl)-9,12,15,25,28,31-hexaaza-3,6-dioxatritriacontanol (1.30 g, 0.92 mmole), Na/Hg (10.85 g), and phosphoric acid disodium salt (1.96 g, 13.8 mmole) in methanol/dioxane (70 ml/40 ml) was heated to gentle reflux for 24 hours. Additional Na/Hg (2.0 g) was then added. The reaction mixture was maintained at reflux for another 24 hours, then cooled. The insoluble material was filtered and washed with CH3OH. The filtrate was concentrated to give an oily... The reagents and catalysts are [Pd] (palladium/charcoal). Starting materials: [N+](=O)([O-])C=1C=C(C=CC1)N\C(\C1=CC=CC=C1)=C\1/C(NC2=CC=CC=C12)=O ((Z)-3-[1-(3-nitrophenylamino)-1-phenyl-methylidene}-2-indolinone), [H][H] (hydrogen). Reported procedure: 3.5 g (0.01 mol) of (Z)-3-[1-(3-nitrophenylamino)-1-phenyl-methylidene}-2-indolinone are dissolved in 200 ml of THF and after the addition of 0.5 g of palladium/charcoal hydrogenated with hydrogen. Then the catalyst is filtered off and concentrated by evaporation. Yields the product NC=1C=C(C=CC1)N\C(\C1=CC=CC=C1)=C\1/C(NC2=CC=CC=C12)=O ((Z)-3-[1-(3-aminophenylamino)-1-phenyl-methylidene]-2-indolinone). As a reaction SMILES: [N+:1]([C:4]1[CH:5]=[C:6]([NH:10]/[C:11](=[C:18]2\[C:19](=[O:27])[NH:20][C:21]3[C:26]\2=[CH:25][CH:24]=[CH:23][CH:22]=3)/[C:12]2[CH:17]=[CH:16][CH:15]=[CH:14][CH:13]=2)[CH:7]=[CH:8][CH:9]=1)([O-])=O.[H][H]>C1COCC1.[Pd]>[NH2:1][C:4]1[CH:5]=[C:6]([NH:10]/[C:11](=[C:18]2\[C:19](=[O:27])[NH:20][C:21]3[C:26]\2=[CH:25][CH:24]=[CH:23][CH:22]=3)/[C:12]2[CH:17]=[CH:16][CH:15]=[CH:14][CH:13]=2)[CH:7]=[CH:8][CH:9]=1. Run in C1CCOC1 (THF). Reactants: CN(C1=CC=C(C(=O)O)C=C1)C (4-dimethylaminobenzoic acid), NC1=CC2=C(N=C(N2)NC2=CC=CC=C2)C=C1 (5-amino-2-phenylaminobenzimidazole). Yields the product CN(C1=CC=C(C(=O)NC2=CC3=C(NC(=N3)NC3=CC=CC=C3)C=C2)C=C1)C (4-(Dimethylamino)-N-(2-(phenylamino)-1H-benzo[d]imidazol-5-yl)benzamide). Reaction SMILES: [CH3:1][N:2]([CH3:12])[C:3]1[CH:11]=[CH:10][C:6]([C:7]([OH:9])=O)=[CH:5][CH:4]=1.[NH2:13][C:14]1[CH:29]=[CH:28][C:17]2[N:18]=[C:19]([NH:21][C:22]3[CH:27]=[CH:26][CH:25]=[CH:24][CH:23]=3)[NH:20][C:16]=2[CH:15]=1>>[CH3:12][N:2]([CH3:1])[C:3]1[CH:4]=[CH:5][C:6]([C:7]([NH:13][C:14]2[CH:29]=[CH:28][C:17]3[NH:18][C:19]([NH:21][C:22]4[CH:27]=[CH:26][CH:25]=[CH:24][CH:23]=4)=[N:20][C:16]=3[CH:15]=2)=[O:9])=[CH:10][CH:11]=1. Procedure: Compound 180 was prepared according to the procedure similar to that described in Scheme III from 4-dimethylaminobenzoic acid and 5-amino-2-phenylaminobenzimidazole. [M+H]+ calcd for C22H22N5O: 372.18; found: 371.95. Starting materials: COc1ccc(C(=O)Cl)cc1OC, CC(C)[N-]C(C)C, Cc1c(Cl)cncc1Cl, [Li+], C1CCOC1, O. The product is COc1ccc(C(=O)Cc2c(Cl)cncc2Cl)cc1OC. As a reaction SMILES: [CH3:18][O:19][c:20]1[cH:21][c:22]([C:23](=[O:24])[Cl:25])[cH:26][cH:27][c:28]1[O:29][CH3:30].[CH:10]([N-:11][CH:12]([CH3:13])[CH3:14])([CH3:15])[CH3:16].[Cl:1][c:2]1[cH:3][n:4][cH:5][c:6]([Cl:9])[c:7]1[CH3:8].[Li+:17].[O:32]1[CH2:33][CH2:34][CH2:35][CH2:36]1.[OH2:31]>>[Cl:1][c:2]1[cH:3][n:4][cH:5][c:6]([Cl:9])[c:7]1[CH2:8][C:23]([c:22]1[cH:21][c:20]([O:19][CH3:18])[c:28]([O:29][CH3:30])[cH:27][cH:26]1)=[O:24].